The task is: describe an organic reaction: reactants, conditions, products, and yield. This data is from the Open Reaction Database (ORD), a public repository of structured organic reaction records. Reactants: ClCCl, [K+], [K+], O=C([O-])[O-], CN(C)C=O, O, CN1CCC(C(O)(c2ccccc2)c2ccccc2)CC1. The product is CN1CCC(=C(c2ccccc2)c2ccccc2)CC1. As a reaction SMILES: [Cl:34][CH2:35][Cl:36].[K+:22].[K+:23].[O-:24][C:25]([O-:26])=[O:27].[O:28]=[CH:29][N:30]([CH3:31])[CH3:32].[OH2:33].[c:1]1([C:7]([CH:8]2[CH2:9][CH2:10][N:11]([CH3:14])[CH2:12][CH2:13]2)([OH:15])[c:16]2[cH:17][cH:18][cH:19][cH:20][cH:21]2)[cH:2][cH:3][cH:4][cH:5][cH:6]1>>[c:1]1([C:7](=[C:8]2[CH2:9][CH2:10][N:11]([CH3:14])[CH2:12][CH2:13]2)[c:16]2[cH:17][cH:18][cH:19][cH:20][cH:21]2)[cH:2][cH:3][cH:4][cH:5][cH:6]1.